From a dataset of the Open Reaction Database (ORD), a public repository of structured organic reaction records. describe an organic reaction: reactants, conditions, products, and yield Reactants: FC(C(F)F)(OC=1C=C(C=CC1)C)F (3-(1,1,2,2-tetrafluoroethoxy)toluene), BrN1C(CCC1=O)=O (N-bromosuccinimide), FC(C(F)F)(OC=1C=C(C=CC1)CBr)F (3-(1,1,2,2-tetrafluoroethoxy)-α-bromotoluene), O(C1=CC=CC=C1)C1=CC=C(C=C1)C(CC(=O)OCC)=O (ethyl 3-(4-phenoxyphenyl)-3-oxopropionate), [H-].[Na+] (sodium hydride). Reagents/catalysts: N(=NC(C#N)(C)C)C(C#N)(C)C (2,2′-azobis(isobutyronitrile)). Run in C(Cl)(Cl)(Cl)Cl (carbon tetrachloride), COCCOC (1,2-dimethoxyethane), O (water), COCCOC (1,2-dimethoxyethane). Reaction conditions: time 30 minute. Yields the product O=C(C(C(=O)OCC)CC1=CC(=CC=C1)OC(C(F)F)(F)F)C1=CC=C(C=C1)OC1=CC=CC=C1 (ethyl 3-oxo-3-(4-phenyloxyphenyl)-2-((3-((1,1,2,2-tetrafluoroethyl)oxy)phenyl)methyl)propionate). Yield: 53.9%. Reaction SMILES: [F:1][C:2]([F:14])([O:6][C:7]1[CH:8]=[C:9]([CH3:13])[CH:10]=[CH:11][CH:12]=1)[CH:3]([F:5])[F:4].BrN1C(=O)CCC1=O.[O:23]([C:30]1[CH:35]=[CH:34][C:33]([C:36](=[O:43])[CH2:37][C:38]([O:40][CH2:41][CH3:42])=[O:39])=[CH:32][CH:31]=1)[C:24]1[CH:29]=[CH:28][CH:27]=[CH:26][CH:25]=1.[H-].[Na+].FC(F)(OC1C=C(CBr)C=CC=1)C(F)F>C(Cl)(Cl)(Cl)Cl.COCCOC.N(C(C)(C)C#N)=NC(C)(C)C#N.O>[O:43]=[C:36]([C:33]1[CH:34]=[CH:35][C:30]([O:23][C:24]2[CH:29]=[CH:28][CH:27]=[CH:26][CH:25]=2)=[CH:31][CH:32]=1)[CH:37]([CH2:13][C:9]1[CH:10]=[CH:11][CH:12]=[C:7]([O:6][C:2]([F:14])([F:1])[CH:3]([F:4])[F:5])[CH:8]=1)[C:38]([O:40][CH2:41][CH3:42])=[O:39] |f:3.4|. Reported procedure: To a solution of 3-(1,1,2,2-tetrafluoroethoxy)toluene (7.8 g, 37.5 mmol) in carbon tetrachloride (80 ml) were added N-bromosuccinimide (7.33 g, 41.2 mmol) and 2,2′-azobis(isobutyronitrile) (300 mg, 1.87 mmol), and the mixture was heated under reflux for 6 hrs. After cooling, the reaction solution was filtered, and the filtrate was concentrated to prepare ethyl 3-(1,1,2,2-tetrafluoroethoxy)-α-bromotoluene. To a solution of ethyl 3-(4-phenoxyphenyl)-3-oxopropionate (10.7 g, 37.5 mmol) in 1,2-dimet... Starting materials: BrCC1=C(C=CC=C1)C(C(=O)OC)=COC (methyl α-(2-bromomethylphenyl)-β-methoxyacrylate), C1(=CC=CC=C1)S (thiophenol), C([O-])([O-])=O.[K+].[K+] (potassium carbonate). Product: C1(=CC=CC=C1)SCC1=C(C=CC=C1)C(C(=O)OC)=COC (Methyl α-(2-[phenylthiomethyl]-phenyl)-β-methoxyacrylate). Isolated yield 97.0%. As a reaction SMILES: Br[CH2:2][C:3]1[CH:8]=[CH:7][CH:6]=[CH:5][C:4]=1[C:9](=[CH:14][O:15][CH3:16])[C:10]([O:12][CH3:13])=[O:11].[C:17]1([SH:23])[CH:22]=[CH:21][CH:20]=[CH:19][CH:18]=1.C(=O)([O-])[O-].[K+].[K+]>>[C:17]1([S:23][CH2:2][C:3]2[CH:8]=[CH:7][CH:6]=[CH:5][C:4]=2[C:9](=[CH:14][O:15][CH3:16])[C:10]([O:12][CH3:13])=[O:11])[CH:22]=[CH:21][CH:20]=[CH:19][CH:18]=1 |f:2.3.4|. Reported procedure: 2 g of methyl α-(2-bromomethylphenyl)-β-methoxyacrylate, 0.65 g of thiophenol and 1.1 g of potassium carbonate are reacted similarly to Example 1. 1.8 g of white crystals of melting point 71° C. are obtained (compound No. 2). Starting materials: COC=1C=C(C=CC1OC)[Te](Cl)(Cl)Cl (3,4-Dimethoxyphenyltellurium trichloride), [PH2](=O)O (hypophosphorous acid). Run in C(C)O (ethanol). The product is COC=1C=C(C=CC1OC)[Te][Te]C1=CC(=C(C=C1)OC)OC (Bis(3,4-dimethoxyphenyl)ditelluride). As a reaction SMILES: [CH3:1][O:2][C:3]1[CH:4]=[C:5]([Te:11](Cl)(Cl)Cl)[CH:6]=[CH:7][C:8]=1[O:9][CH3:10].[PH2](O)=O>C(O)C>[CH3:1][O:2][C:3]1[CH:4]=[C:5]([Te:11][Te:11][C:5]2[CH:6]=[CH:7][C:8]([O:9][CH3:10])=[C:3]([O:2][CH3:1])[CH:4]=2)[CH:6]=[CH:7][C:8]=1[O:9][CH3:10]. Reported procedure: 3,4-Dimethoxyphenyltellurium trichloride (37.2 g=0.1 mole) was dissolved in absolute ethanol (500 ml), and the slightly turbid solution was filtered. To the rapidly stirred solution was added, at room temperature, 50% aqueous hypophosphorous acid (30 ml, ≃0.3 mole) as rapidly as possible. There was a brief appearance of a brown solution color, before the entire solution set to a mass of black fibrous crystals. The product was collected after 15 minutes by filtration using rubber dam to compact t... Conditions: temperature 0 celsius, time 16 hour. RXN SMILES: [CH2:1]([N:8]([CH2:22][CH2:23][O:24][CH2:25][CH2:26][O:27][CH2:28][CH2:29][OH:30])[CH2:9][CH2:10][C:11]12[CH:21]=[CH:20][CH:19]=[CH:18][CH:12]1[C:13]([NH:15][C:16]2=[O:17])=[O:14])[C:2]1[CH:7]=[CH:6][CH:5]=[CH:4][CH:3]=1.[CH3:31][S:32](Cl)(=[O:34])=[O:33].CC(C)=O.C(=O)(O)[O-].[Na+]>N1C=CC=CC=1.ClCCl.C(Cl)(Cl)Cl>[CH2:1]([N:8]([CH2:22][CH2:23][O:24][CH2:25][CH2:26][O:27][CH2:28][CH2:29][O:30][S:32]([CH3:31])(=[O:34])=[O:33])[CH2:9][CH2:10][C:11]12[CH:21]=[CH:20][CH:19]=[CH:18][CH:12]1[C:13]([NH:15][C:16]2=[O:17])=[O:14])[C:2]1[CH:3]=[CH:4][CH:5]=[CH:6][CH:7]=1 |f:3.4|. Run in N1=CC=CC=C1 (pyridine), ClCCl (dichloromethane), hexanes, C(Cl)(Cl)Cl (chloroform). Procedure details: 2-[2-(Benzyl-{2-[2-(2-hydroxy-ethoxy)ethoxy]ethyl}amino)ethyl]phthalimide 33 (2.774 g, 6.7 mmol) was dissolved in mixture of pyridine (20 mL) and dichloromethane (100 mL) and cooled in an ice bath. Methanesulfonyl chloride (0.63 mL, 8 mmol) was added and the resulting solution was stirred at 0° C. for 16 h. (The progress of the reaction was followed by TLC using a 1:1 mixture of 40% acetone in hexanes and chloroform as the eluent. The starting material has Rf=0.35, while the product has Rf=0.50.... Reactants: C(C1=CC=CC=C1)N(CCC12C(C(=O)NC1=O)C=CC=C2)CCOCCOCCO (2-[2-(Benzyl-{2-[2-(2-hydroxy-ethoxy)ethoxy]ethyl}amino)ethyl]-phthalimide), C([O-])(O)=O.[Na+] (sodium bicarbonate), CS(=O)(=O)Cl (Methanesulfonyl chloride), CC(=O)C (acetone). Yields the product C(C1=CC=CC=C1)N(CCC12C(C(=O)NC1=O)C=CC=C2)CCOCCOCCOS(=O)(=O)C (2-[2-(Benzyl-{2-[2-(2-methanesulfonyloxy-ethoxy)ethoxy]ethyl}-amino)ethyl]phthalimide). The reactants are [BH4-], COC(=O)C1CC(N(CC(C)C)C(=O)OCc2ccccc2)CN(C(=O)OC(C)(C)C)C1, C1CCOC1, CCO, [Ca+2], [Cl-], [Cl-], [Na+], O=C(O)CC(O)(CC(=O)O)C(=O)O. Yields the product CC(C)CN(C(=O)OCc1ccccc1)C1CC(CO)CN(C(=O)OC(C)(C)C)C1. Reaction SMILES: [BH4-:36].[CH2:1]([c:2]1[cH:3][cH:4][cH:5][cH:6][cH:7]1)[O:8][C:9](=[O:10])[N:11]([CH:12]1[CH2:13][CH:14]([C:25](=[O:26])[O:27][CH3:28])[CH2:15][N:16]([C:18](=[O:19])[O:20][C:21]([CH3:22])([CH3:23])[CH3:24])[CH2:17]1)[CH2:29][CH:30]([CH3:31])[CH3:32].[CH2:51]1[O:52][CH2:53][CH2:54][CH2:55]1.[CH3:56][CH2:57][OH:58].[Ca+2:35].[Cl-:33].[Cl-:34].[Na+:37].[OH:38][C:39]([CH2:40][C:41]([C:42](=[O:43])[OH:44])([CH2:45][C:46](=[O:47])[OH:48])[OH:49])=[O:50]>>[CH2:1]([c:2]1[cH:3][cH:4][cH:5][cH:6][cH:7]1)[O:8][C:9](=[O:10])[N:11]([CH:12]1[CH2:13][CH:14]([CH2:25][OH:26])[CH2:15][N:16]([C:18](=[O:19])[O:20][C:21]([CH3:22])([CH3:23])[CH3:24])[CH2:17]1)[CH2:29][CH:30]([CH3:31])[CH3:32]. The reactants are CCCCCC12CCC(c3nnc(-c4ccc(OCc5ccccc5)cc4OC)n3C)(CC1)CC2, CO. Product: CCCCCC12CCC(c3nnc(-c4ccc(O)cc4OC)n3C)(CC1)CC2. Reaction SMILES: [CH2:1]([c:2]1[cH:3][cH:4][cH:5][cH:6][cH:7]1)[O:8][c:9]1[cH:10][c:11]([O:34][CH3:35])[c:12](-[c:15]2[n:16][n:17][c:18]([C:21]34[CH2:22][CH2:23][C:24]([CH2:29][CH2:30][CH2:31][CH2:32][CH3:33])([CH2:25][CH2:26]3)[CH2:27][CH2:28]4)[n:19]2[CH3:20])[cH:13][cH:14]1.[CH3:36][OH:37]>>[OH:8][c:9]1[cH:10][c:11]([O:34][CH3:35])[c:12](-[c:15]2[n:16][n:17][c:18]([C:21]34[CH2:22][CH2:23][C:24]([CH2:29][CH2:30][CH2:31][CH2:32][CH3:33])([CH2:25][CH2:26]3)[CH2:27][CH2:28]4)[n:19]2[CH3:20])[cH:13][cH:14]1. Starting materials: NC=1SC(=CC1C(=O)N)C1=C(C=C(C=C1)C(C)(C)O)F (2-amino-5-[2-fluoro-4-(1-hydroxy-1-methylethyl)phenyl]thiophene-3-carboxamide), BrC1=CC=CC(=N1)COCC(=O)N1CCOCC1 (4-{[(6-bromopyridin-2-yl)methoxy]acetyl}morpholine). Product: FC1=C(C=CC(=C1)C(C)(C)O)C1=CC(=C(S1)NC1=NC(=CC=C1)COCC(=O)N1CCOCC1)C(=O)N (5-[2-Fluoro-4-(1-hydroxy-1-methylethyl)phenyl]-2-({6-[(2-morpholin-4-yl-2-oxoethoxy)methyl]pyridin-2-yl}amino)thiophene-3-carboxamide). RXN SMILES: [NH2:1][C:2]1[S:3][C:4]([C:10]2[CH:15]=[CH:14][C:13]([C:16]([OH:19])([CH3:18])[CH3:17])=[CH:12][C:11]=2[F:20])=[CH:5][C:6]=1[C:7]([NH2:9])=[O:8].Br[C:22]1[N:27]=[C:26]([CH2:28][O:29][CH2:30][C:31]([N:33]2[CH2:38][CH2:37][O:36][CH2:35][CH2:34]2)=[O:32])[CH:25]=[CH:24][CH:23]=1>>[F:20][C:11]1[CH:12]=[C:13]([C:16]([OH:19])([CH3:17])[CH3:18])[CH:14]=[CH:15][C:10]=1[C:4]1[S:3][C:2]([NH:1][C:22]2[CH:23]=[CH:24][CH:25]=[C:26]([CH2:28][O:29][CH2:30][C:31]([N:33]3[CH2:34][CH2:35][O:36][CH2:37][CH2:38]3)=[O:32])[N:27]=2)=[C:6]([C:7]([NH2:9])=[O:8])[CH:5]=1. Reported procedure: The title compound was prepared as described in Example 1 with 2-amino-5-[2-fluoro-4-(1-hydroxy-1-methylethyl)phenyl]thiophene-3-carboxamide (0.12 g, 0.41 mmol) and 4-{[(6-bromopyridin-2-yl)methoxy]acetyl}morpholine (0.13 g, 0.40 mmol) as the starting materials.